From a dataset of the Open Reaction Database (ORD), a public repository of structured organic reaction records. describe an organic reaction: reactants, conditions, products, and yield Reported procedure: A solution of 5-benzyloxy-2-(4-benzyloxyphenyl)pyrrolo[2,1,5-cd]indolizine (48 mg, 0.11 mmol) in 2 ml of tetrahydrofuran and 3 ml of ethanol was hydrogenated in the presence of 10% palladium on carbon (30 mg). When the theoretical amount of hydrogen had been consumed the catalyst was filtered off and the filtrate was evaporated to afford 27 mg (99%) of the title compound. M.p. 165° C. (dec.). 1H-NMR (DMSO-d6, 200 MHz) δ: 6.92 (d, 2H), 7.15 (d, 1H), 7.36 (d, 1H), 7.43 (s, 1H), 7.73 (d, 1H), 7.88 ... Run in O1CCCC1 (tetrahydrofuran), C(C)O (ethanol). Starting materials: C(C1=CC=CC=C1)OC=1C=2N3C(C(=CC3=CC1)C1=CC=C(C=C1)OCC1=CC=CC=C1)=CC2 (5-benzyloxy-2-(4-benzyloxyphenyl)pyrrolo[2,1,5-cd]indolizine). Reagents/catalysts: [Pd] (palladium on carbon). Reaction SMILES: C([O:8][C:9]1[C:10]2[N:11]3[C:15](=[CH:16][CH:17]=1)[CH:14]=[C:13]([C:18]1[CH:23]=[CH:22][C:21]([O:24]CC4C=CC=CC=4)=[CH:20][CH:19]=1)[C:12]3=[CH:32][CH:33]=2)C1C=CC=CC=1>O1CCCC1.C(O)C.[Pd]>[OH:8][C:9]1[C:10]2[N:11]3[C:15](=[CH:16][CH:17]=1)[CH:14]=[C:13]([C:18]1[CH:19]=[CH:20][C:21]([OH:24])=[CH:22][CH:23]=1)[C:12]3=[CH:32][CH:33]=2. The product is OC=1C=2N3C(C(=CC3=CC1)C1=CC=C(C=C1)O)=CC2 (5-Hydroxy-2-(4-hydroxyphenyl)pyrrolo[2,1,5-cd]indolizine). The yield is 98.5%. The reactants are COC=1C=C(OCC#N)C=CC1OC (2-(3,4-dimethoxyphenoxy)acetonitrile), N(N)C(=O)[C@H]1N(CCC1)C(=O)OC(C)(C)C ((S)-t-butyl 2-(hydrazinecarbonyl)pyrrolidine-1-carboxylate), C(=O)([O-])[O-].[K+].[K+] (K2CO3). Solvent: C(CCC)O (n-butanol). Reaction conditions: temperature 160 celsius. Product: COC=1C=C(OCC=2NC(=NN2)[C@H]2N(CCC2)C(=O)OC(C)(C)C)C=CC1OC ((S)-t-Butyl 2-(5-((3,4-dimethoxyphenoxy)methyl)-4H-1,2,4-triazol-3-yl)pyrrolidine-1-carboxylate). The yield is 31.9%. As a reaction SMILES: [CH3:1][O:2][C:3]1[CH:4]=[C:5]([CH:10]=[CH:11][C:12]=1[O:13][CH3:14])[O:6][CH2:7][C:8]#[N:9].[NH:15]([C:17]([C@@H:19]1[CH2:23][CH2:22][CH2:21][N:20]1[C:24]([O:26][C:27]([CH3:30])([CH3:29])[CH3:28])=[O:25])=O)[NH2:16].C([O-])([O-])=O.[K+].[K+]>C(O)CCC>[CH3:1][O:2][C:3]1[CH:4]=[C:5]([CH:10]=[CH:11][C:12]=1[O:13][CH3:14])[O:6][CH2:7][C:8]1[NH:9][C:17]([C@@H:19]2[CH2:23][CH2:22][CH2:21][N:20]2[C:24]([O:26][C:27]([CH3:30])([CH3:29])[CH3:28])=[O:25])=[N:15][N:16]=1 |f:2.3.4|. Procedure: To a n-butanol (10 ml) solution of 2-(3,4-dimethoxyphenoxy)acetonitrile (1.26 g) and (S)-t-butyl 2-(hydrazinecarbonyl)pyrrolidine-1-carboxylate (500 mg), K2CO3 (150 mg) was added. The resulting mixture was stirred at 160° C. for an hour under microwave irradiation. After distilling off the solvent under reduced pressure, water was added, followed by extraction with ethyl acetate. After distilling off the solvent under reduced pressure, the residue was purified by silica gel chromatography and NH...